From a dataset of the Open Reaction Database (ORD), a public repository of structured organic reaction records. describe an organic reaction: reactants, conditions, products, and yield Isolated yield 57.1%. Reaction SMILES: [CH3:1][C:2]1[O:6][N:5]=[C:4]([C:7]2[CH:12]=[CH:11][CH:10]=[CH:9][C:8]=2[C:13]([F:16])([F:15])[F:14])[C:3]=1[C:17]([OH:19])=O.Cl.C(N=C=NCCCN(C)C)C.OC1C2N=NNC=2C=CC=1.[N:42]1([C:48]2[CH:53]=[CH:52][CH:51]=[CH:50][C:49]=2[OH:54])[CH2:47][CH2:46][NH:45][CH2:44][CH2:43]1>>[OH:54][C:49]1[CH:50]=[CH:51][CH:52]=[CH:53][C:48]=1[N:42]1[CH2:47][CH2:46][N:45]([C:17]([C:3]2[C:4]([C:7]3[CH:12]=[CH:11][CH:10]=[CH:9][C:8]=3[C:13]([F:14])([F:15])[F:16])=[N:5][O:6][C:2]=2[CH3:1])=[O:19])[CH2:44][CH2:43]1 |f:1.2|. The product is OC1=C(C=CC=C1)N1CCN(CC1)C(=O)C=1C(=NOC1C)C1=C(C=CC=C1)C(F)(F)F ((4-(2-hydroxyphenyl)piperazine-1-yl)(5-methyl-3-(2-(trifluoromethyl)phenyl)isoxazol-4-yl)methanone). Reactants: CC1=C(C(=NO1)C1=C(C=CC=C1)C(F)(F)F)C(=O)O (5-methyl-3-(2-(trifluoromethyl)phenyl)isoxazol-4-carboxylic acid), N1(CCNCC1)C1=C(C=CC=C1)O (2-(piperazine-1-yl)phenol), Cl.C(C)N=C=NCCCN(C)C (1-ethyl-3-(dimethylaminopropyl)carbodiimide hydrochloride), OC1=CC=CC=2NN=NC21 (hydroxybenzotriazole). Reported procedure: In a similar manner as described in Example 1, by using dimethylformimide (15 mL), 5-methyl-3-(2-(trifluoromethyl)phenyl)isoxazol-4-carboxylic acid (500 mg, 1.84 mmol), 1-ethyl-3-(dimethylaminopropyl)carbodiimide hydrochloride (388 mg, 2.02 mmol), hydroxybenzotriazole (299 mg, 2.21 mmol) and 2-(piperazine-1-yl)phenol (328 mg, 1.84 mmol), a white solid required compound (451 mg, 1.05 mmol, 57%) was obtained. Starting materials: BrC=1C=C2C(=NC1)C(C1=C(OC2)C=C(C=C1)Cl)=C1CCNCC1 (4-(3-Bromo-8-chloro-5,11-dihydro[1]benzoxepino[4,3-b]pyridin-11-ylidene)-piperidine), [N+]1(=CC=C(C=C1)CC(=O)O)[O-] (4-pyridine-acetic acid 1-oxide), C=1C=CC2=C(C1)N=NN2O (HOBT), CCN=C=NCCCN(C)C.Cl (EDCl), CN1CCOCC1 (NMM). The solvent is CN(C)C=O (DMF). Conditions: temperature 0 celsius, time 2 hour. Product: BrC=1C=C2C(=NC1)C(C1=C(OC2)C=C(C=C1)Cl)=C1CC[N+](CC1)(C(CC1=CC=NC=C1)=O)[O-] (4-(3-bromo-8-chloro-5,11-dihydro[1]benz-oxepino[4,3-b]pyridin-11-ylidene)-1-(4-pyridine-acetyl)piperidine N1-oxide). The yield is 72.6%. RXN SMILES: [Br:1][C:2]1[CH:3]=[C:4]2[CH2:12][O:11][C:10]3[CH:13]=[C:14]([Cl:17])[CH:15]=[CH:16][C:9]=3[C:8](=[C:18]3[CH2:23][CH2:22][NH:21][CH2:20][CH2:19]3)[C:5]2=[N:6][CH:7]=1.[N+:24]1([O-])[CH:29]=[CH:28][C:27]([CH2:30][C:31](O)=[O:32])=[CH:26][CH:25]=1.C1C=CC2N([OH:44])N=NC=2C=1.CCN=C=NCCCN(C)C.Cl.CN1CCOCC1>CN(C=O)C>[Br:1][C:2]1[CH:3]=[C:4]2[CH2:12][O:11][C:10]3[CH:13]=[C:14]([Cl:17])[CH:15]=[CH:16][C:9]=3[C:8](=[C:18]3[CH2:23][CH2:22][N+:21]([O-:44])([C:31](=[O:32])[CH2:30][C:27]4[CH:28]=[CH:29][N:24]=[CH:25][CH:26]=4)[CH2:20][CH2:19]3)[C:5]2=[N:6][CH:7]=1 |f:3.4|. Procedure: 4-(3-Bromo-8-chloro-5,11-dihydro[1]benzoxepino[4,3-b]pyridin-11-ylidene)-piperidine (270 mg, 0.68 mmol), 4-pyridine-acetic acid 1-oxide (260 mg, 1.69 mmol), HOBT (200 mg, 1.48 mmol), and EDCl (320 mg, 1.67 mmol) were mixed and stirred at 0° C. in DMF (10 ml, anhydrous). NMM (0.5 ml, 4.53 mmol) was added, and the reaction mixture was stirred 2 hours at 0° C. and then overnight at 20° C. The solvent was evaporated off, water (20 ml) was added, and the mixture was extracted with methylene chloride ... Reactants: C(C)(C)OC(=O)C1=C(C=CC=C1C(F)(F)F)[C@@H]1[C@@H](CN(C1)C(=O)OC(C)(C)C)C(=O)OC ((±)-cis-1-tert-butyl 3-methyl 4-(2-(isopropoxycarbonyl)-3-(trifluoromethyl)phenyl)pyrrolidine-1,3-dicarboxylate), [OH-].[Li+] (lithium hydroxide). The solvent is C1CCOC1.O (THF H2O). Conditions: time 2 hour. Product: C(C)(C)(C)OC(=O)N1C[C@H]([C@H](C1)C1=C(C(=CC=C1)C(F)(F)F)C(=O)OC(C)C)C(=O)O ((±)-cis-1-(tert-Butoxycarbonyl)-4-(2-(isopropoxycarbonyl)-3-(trifluoromethyl)phenyl)pyrrolidine-3-carboxylic acid). Yield: 85.9%. As a reaction SMILES: [CH:1]([O:4][C:5]([C:7]1[C:12]([C:13]([F:16])([F:15])[F:14])=[CH:11][CH:10]=[CH:9][C:8]=1[C@H:17]1[CH2:21][N:20]([C:22]([O:24][C:25]([CH3:28])([CH3:27])[CH3:26])=[O:23])[CH2:19][C@H:18]1[C:29]([O:31]C)=[O:30])=[O:6])([CH3:3])[CH3:2].[OH-].[Li+]>C1COCC1.O>[C:25]([O:24][C:22]([N:20]1[CH2:21][C@H:17]([C:8]2[CH:9]=[CH:10][CH:11]=[C:12]([C:13]([F:15])([F:16])[F:14])[C:7]=2[C:5]([O:4][CH:1]([CH3:2])[CH3:3])=[O:6])[C@H:18]([C:29]([OH:31])=[O:30])[CH2:19]1)=[O:23])([CH3:26])([CH3:28])[CH3:27] |f:1.2,3.4|. Procedure: To a solution of (±)-cis-1-tert-butyl 3-methyl 4-(2-(isopropoxycarbonyl)-3-(trifluoromethyl)phenyl)pyrrolidine-1,3-dicarboxylate (0.90 g, 1.96 mmol) in 20 mL of 2:1 THF/H2O was added lithium hydroxide (52 mg, 2.15 mmol). The reaction mixture was allowed to stir at ambient temperature for 2 h. The reaction was partitioned between 1:1 hexane/EtOAc and dilute aq Na2CO3. The organic layer was discarded. The aqueous layer was acidified with 12 N HCl and extracted with EtOAc. The EtOAc layer was washe... Starting materials: CC1=C(N)C(=CC=C1)C (2,6-dimethylaniline), ClCC(=O)N (2-chloroacetamide), C([O-])([O-])=O.[K+].[K+] (potassium carbonate), CN(C=O)C (dimethylformamide). The solvent is O (water). The product is NC(=O)CNC1=C(C=CC=C1C)C (N-aminocarbonylmethyl-2,6-dimethylaniline). Reaction SMILES: CN(C)C=O.[CH3:6][C:7]1[CH:13]=[CH:12][CH:11]=[C:10]([CH3:14])[C:8]=1[NH2:9].Cl[CH2:16][C:17]([NH2:19])=[O:18].C(=O)([O-])[O-].[K+].[K+]>O>[NH2:19][C:17]([CH2:16][NH:9][C:8]1[C:10]([CH3:14])=[CH:11][CH:12]=[CH:13][C:7]=1[CH3:6])=[O:18] |f:3.4.5|. Procedure: Add 200 ml dimethylformamide to a mixture of 2,6-dimethylaniline (36.3 g, 0.30 mol), 2-chloroacetamide (74.8 g, 0.80 mol) and potassium carbonate (41.4 g, 0.3 mol). Heat at 120° for 72 hours, allow to cool, and pour into water. Extract with 1:1 ether-ethyl acetate. Wash the organic with 1.0 N HCl. Neutralize the aqueous layer with NaHCO3 and extract it with ethyl acetate. Dry, concentrate, and distill to collect a fraction, b.p. 157°-167°/0.1 mm. Recrystallize from methylene chloride-hexane to g... Reaction SMILES: [C:1]1([S:7][C:8]2[CH:9]=[C:10]3[C:14](=[CH:15][CH:16]=2)[NH:13][CH:12]=[CH:11]3)[CH:6]=[CH:5][CH:4]=[CH:3][CH:2]=1.[CH3:17][N:18]1[CH2:23][CH2:22][C:21](=O)[CH2:20][CH2:19]1.C[O-].[Na+]>CO>[CH3:17][N:18]1[CH2:23][CH2:22][C:21]([C:11]2[C:10]3[C:14](=[CH:15][CH:16]=[C:8]([S:7][C:1]4[CH:2]=[CH:3][CH:4]=[CH:5][CH:6]=4)[CH:9]=3)[NH:13][CH:12]=2)=[CH:20][CH2:19]1 |f:2.3|. The product is CN1CC=C(CC1)C1=CNC2=CC=C(C=C12)SC1=CC=CC=C1 (3-(1-methyl-1,2,5,6-tetrahydropyrid-4-yl)-5-phenylthioindole). Reactants: C1(=CC=CC=C1)SC=1C=C2C=CNC2=CC1 (5-Phenylthioindole), CN1CCC(CC1)=O (1-methylpiperid-4-one), C[O-].[Na+] (sodium methoxide). The solvent is CO (MeOH). Reported procedure: 5-Phenylthioindole (0.50 g, 2.22 mmol), 1-methylpiperid-4-one (0.292 g, 0.32 mL, 2.58 mmol) and sodium methoxide (0.139 g) were heated at reflux in MeOH (25 mL) for 20 hr. After cooling and work-up, 3-(1-methyl-1,2,5,6-tetrahydropyrid-4-yl)-5-phenylthioindole was obtained as a pale yellow solid, 0.399 g, (56%). This free base (0.20 g) was treated with fumaric acid (0.11 g, 0.94 mmol) in MeOH/Et2O to give: 3-(1-methyl-1,2,5,6-tetrahydropyrid-4-yl)-5-phenylthioindole fumarate, 0.124 g (46%), m.p. ...